From a dataset of the Open Reaction Database (ORD), a public repository of structured organic reaction records. describe an organic reaction: reactants, conditions, products, and yield Starting materials: [OH-].[K+] (Potassium hydroxide), C(C)OC(=O)C1=CSC(=C1)CC (5-ethyl-thiophene-3-carboxylic acid ethyl ester). Run in O (water), IMS. Reaction conditions: time 1 hour. Product: C(C)C1=CC(=CS1)C(=O)O (5-Ethyl-thiophene-3-carboxylic acid). The yield is 81.9%. As a reaction SMILES: [OH-].[K+].C([O:5][C:6]([C:8]1[CH:12]=[C:11]([CH2:13][CH3:14])[S:10][CH:9]=1)=[O:7])C>O>[CH2:13]([C:11]1[S:10][CH:9]=[C:8]([C:6]([OH:7])=[O:5])[CH:12]=1)[CH3:14] |f:0.1|. Reported procedure: Potassium hydroxide (1.02 g, 18.3 mmol) in water (3 mL) was added to a solution of 5-ethyl-thiophene-3-carboxylic acid ethyl ester (6.1 mmol) in IMS (9 mL). The reaction was stirred for 1 hour then partitioned between diethyl ether and water. The aqueous layer was acidified to pH 7 with concentrated hydrochloric acid and extracted with diethyl ether. The organic solution was dried over magnesium sulphate, filtered and the solvent removed to give the title compound (0.78 g). 1H NMR (400 MHz, CHCl...